Task: describe an organic reaction: reactants, conditions, products, and yield. Dataset: the Open Reaction Database (ORD), a public repository of structured organic reaction records Starting materials: Cl.C(C1=CC=CC=C1)(=O)N1N(CCNCC1)C(C1=CC=CC=C1)=O (1,2-dibenzoylhexahydro-1H-1,2,5-triazepine hydrochloride), C([O-])([O-])=O.[Na+].[Na+] (sodium carbonate), FC1=CC=C(C=C1)C(CCCBr)C1=CC=C(C=C1)F (4,4-bis(4-fluorophenyl)butyl bromide). Solvent: CN(C=O)C (N,N-dimethylformamide), CN(C=O)C (N,N-dimethylformamide). Reaction conditions: time 3 day. Yields the product C(C1=CC=CC=C1)(=O)N1N(CCN(CC1)CCCC(C1=CC=C(C=C1)F)C1=CC=C(C=C1)F)C(C1=CC=CC=C1)=O (1,2-Dibenzoyl-5-[4,4-bis(4-fluorophenyl)butyl]-hexahydro-1H-1,2,5-triazepine). Reaction SMILES: Cl.[C:2]([N:10]1[CH2:16][CH2:15][NH:14][CH2:13][CH2:12][N:11]1[C:17](=[O:24])[C:18]1[CH:23]=[CH:22][CH:21]=[CH:20][CH:19]=1)(=[O:9])[C:3]1[CH:8]=[CH:7][CH:6]=[CH:5][CH:4]=1.C(=O)([O-])[O-].[Na+].[Na+].[F:31][C:32]1[CH:37]=[CH:36][C:35]([CH:38]([C:43]2[CH:48]=[CH:47][C:46]([F:49])=[CH:45][CH:44]=2)[CH2:39][CH2:40][CH2:41]Br)=[CH:34][CH:33]=1>CN(C)C=O>[C:2]([N:10]1[CH2:16][CH2:15][N:14]([CH2:41][CH2:40][CH2:39][CH:38]([C:35]2[CH:34]=[CH:33][C:32]([F:31])=[CH:37][CH:36]=2)[C:43]2[CH:48]=[CH:47][C:46]([F:49])=[CH:45][CH:44]=2)[CH2:13][CH2:12][N:11]1[C:17](=[O:24])[C:18]1[CH:19]=[CH:20][CH:21]=[CH:22][CH:23]=1)(=[O:9])[C:3]1[CH:8]=[CH:7][CH:6]=[CH:5][CH:4]=1 |f:0.1,2.3.4|. Reported procedure: To a stirred mixture of 1,2-dibenzoylhexahydro-1H-1,2,5-triazepine hydrochloride (13.0 g), powdered anhydrous sodium carbonate (17.8 g) in N,N-dimethylformamide (100 ml, dried over 4A molecular sieves) under a purging nitrogen atmosphere was added 4,4-bis(4-fluorophenyl)butyl bromide (13.66 g) in N,N-dimethylformamide (30 ml) over a period of 40 minutes. The mixture was stirred under a purging nitrogen atmosphere at room temperature for 3 days. The mixture was filtered through sintered glass and... The reactants are CC(=O)[O-], CC(=O)[O-], COC(=O)c1cc(Br)c(C(=O)OC)cc1N, Cc1ccccc1B(O)O, CCO, [Na+], [Na+], O=C([O-])[O-], [Pd+2], c1ccc(P(c2ccccc2)c2ccccc2)cc1. The product is COC(=O)c1cc(-c2ccccc2C)c(C(=O)OC)cc1N. RXN SMILES: [C:52]([O-:53])(=[O:54])[CH3:55].[C:57]([O-:58])(=[O:59])[CH3:60].[CH3:20][O:21][C:22]([c:23]1[c:24]([NH2:34])[cH:25][c:26]([C:27](=[O:28])[O:29][CH3:30])[c:31]([Br:33])[cH:32]1)=[O:35].[CH3:36][c:37]1[c:38]([B:43]([OH:44])[OH:45])[cH:39][cH:40][cH:41][cH:42]1.[CH3:61][CH2:62][OH:63].[Na+:46].[Na+:47].[O-:48][C:49](=[O:50])[O-:51].[Pd+2:56].[c:1]1([P:2]([c:3]2[cH:4][cH:5][cH:6][cH:7][cH:8]2)[c:9]2[cH:10][cH:11][cH:12][cH:13][cH:14]2)[cH:15][cH:16][cH:17][cH:18][cH:19]1>>[CH3:20][O:21][C:22]([c:23]1[c:24]([NH2:34])[cH:25][c:26]([C:27](=[O:28])[O:29][CH3:30])[c:31](-[c:38]2[c:37]([CH3:36])[cH:42][cH:41][cH:40][cH:39]2)[cH:32]1)=[O:35].